From a dataset of the Open Reaction Database (ORD), a public repository of structured organic reaction records. describe an organic reaction: reactants, conditions, products, and yield Starting materials: C1(CCCCC1)P(O)=O (cyclohexylphosphinic acid). Run in C(CCC)O (n-butanol). Yields the product C1(CCCCC1)P(OCCCC)=O (Cyclohexylphosphinic acid, n-butyl ester). As a reaction SMILES: [CH:1]1([PH:7](=[O:9])[OH:8])[CH2:6][CH2:5][CH2:4][CH2:3][CH2:2]1>C(O)CCC>[CH:1]1([PH:7](=[O:8])[O:9][CH2:6][CH2:1][CH2:2][CH3:3])[CH2:6][CH2:5][CH2:4][CH2:3][CH2:2]1. Reported procedure: The title compound was prepared from cyclohexylphosphinic acid and n-butanol according the the method described in Procedure 43. The compound was used without further purification. The reactants are Cc1cccc(CBr)n1, Cc1ccc(C(=O)c2c[nH]c3ccccc3c2=O)nc1C, CN(C)C=O, [H-], [Na+]. The product is Cc1cccc(Cn2cc(C(=O)c3ccc(C)c(C)n3)c(=O)c3ccccc32)n1. Reaction SMILES: [Br:24][CH2:25][c:26]1[n:27][c:28]([CH3:32])[cH:29][cH:30][cH:31]1.[CH3:1][c:2]1[cH:3][cH:4][c:5]([C:9](=[O:10])[c:11]2[cH:12][nH:13][c:14]3[cH:15][cH:16][cH:17][cH:18][c:19]3[c:20]2=[O:21])[n:6][c:7]1[CH3:8].[CH3:33][N:34]([CH3:35])[CH:36]=[O:37].[H-:22].[Na+:23]>>[CH3:1][c:2]1[cH:3][cH:4][c:5]([C:9](=[O:10])[c:11]2[cH:12][n:13]([CH2:25][c:26]3[n:27][c:28]([CH3:32])[cH:29][cH:30][cH:31]3)[c:14]3[cH:15][cH:16][cH:17][cH:18][c:19]3[c:20]2=[O:21])[n:6][c:7]1[CH3:8]. Reagents/catalysts: O1B(OC(C)(C)C1(C)C)B2OC(C)(C)C(O2)(C)C, [B-](F)(F)(F)F.CC[N+](CC)(CC)CC, [K].O=C(O)O, O=C(O)C, N=1C(OC)=CC(OC)=C2C=CC=CC12, [Pd].O=C(O)C. Run at temperature 80 celsius, time 15 hour. Reactants: O=C(NC1=C(F)C(F)=C(C(F)=C1F)C(F)(F)F)C(N2C(=O)C=3C=CC=CC3C2=O)C. Yields the product O=C1C=2C=CC=CC2C(=O)N1C(C(=O)NC3=C(F)C(F)=C(C(F)=C3F)C(F)(F)F)CB4OC(C)(C)C(O4)(C)C. Yield: 73.0%. The solvent is N#CC. Procedure details: 6.0 g (31.7 millimoles) of 6-(p-aminophenyl)-4,5-dihydro-3(2H)-pyridazinone and 3.3 g (34.9 millimoles) of methyl chloroformate in 100 ml of absolute toluene are kept for 6 hours at 80° C. The product is filtered off at 10° C., washed first with toluene and then with water, and recrystallized from dimethylformamide/water. 3.3 g (42% of theory) of 4,5-dihydro-6-(p-methoxycarbonylaminophenyl)-3(2H)-pyridazinone are obtained as beige crystals, of melting point 246°-247° C. (with decomposition). The solvent is C1(=CC=CC=C1)C (toluene). Reaction SMILES: [NH2:1][C:2]1[CH:7]=[CH:6][C:5]([C:8]2[CH2:9][CH2:10][C:11](=[O:14])[NH:12][N:13]=2)=[CH:4][CH:3]=1.Cl[C:16]([O:18][CH3:19])=[O:17]>C1(C)C=CC=CC=1>[CH3:19][O:18][C:16]([NH:1][C:2]1[CH:7]=[CH:6][C:5]([C:8]2[CH2:9][CH2:10][C:11](=[O:14])[NH:12][N:13]=2)=[CH:4][CH:3]=1)=[O:17]. The product is COC(=O)NC1=CC=C(C=C1)C=1CCC(NN1)=O (4,5-dihydro-6-(p-methoxycarbonylaminophenyl)-3(2H)-pyridazinone). Reactants: NC1=CC=C(C=C1)C=1CCC(NN1)=O (6-(p-aminophenyl)-4,5-dihydro-3(2H)-pyridazinone), ClC(=O)OC (methyl chloroformate). Yield: 42.1%. Starting materials: COC(=O)CCCN1CCN(c2ccc(N)cc2)CC1, Ic1ccccc1, O=C(C=Cc1ccccc1)C=Cc1ccccc1, O=C(C=Cc1ccccc1)C=Cc1ccccc1, O=C(C=Cc1ccccc1)C=Cc1ccccc1, [Pd], [Pd]. Product: COC(=O)CCCN1CCN(c2ccc(Nc3ccccc3)cc2)CC1. Reaction SMILES: [CH3:1][O:2][C:3]([CH2:4][CH2:5][CH2:6][N:7]1[CH2:8][CH2:9][N:10]([c:13]2[cH:14][cH:15][c:16]([NH2:19])[cH:17][cH:18]2)[CH2:11][CH2:12]1)=[O:20].[I:21][c:22]1[cH:23][cH:24][cH:25][cH:26][cH:27]1.[O:30]=[C:31]([CH:32]=[CH:33][c:34]1[cH:35][cH:36][cH:37][cH:38][cH:39]1)[CH:40]=[CH:41][c:42]1[cH:43][cH:44][cH:45][cH:46][cH:47]1.[O:48]=[C:49]([CH:50]=[CH:51][c:52]1[cH:53][cH:54][cH:55][cH:56][cH:57]1)[CH:58]=[CH:59][c:60]1[cH:61][cH:62][cH:63][cH:64][cH:65]1.[O:66]=[C:67]([CH:68]=[CH:69][c:70]1[cH:71][cH:72][cH:73][cH:74][cH:75]1)[CH:76]=[CH:77][c:78]1[cH:79][cH:80][cH:81][cH:82][cH:83]1.[Pd:28].[Pd:29]>>[CH3:1][O:2][C:3]([CH2:4][CH2:5][CH2:6][N:7]1[CH2:8][CH2:9][N:10]([c:13]2[cH:14][cH:15][c:16]([NH:19][c:22]3[cH:23][cH:24][cH:25][cH:26][cH:27]3)[cH:17][cH:18]2)[CH2:11][CH2:12]1)=[O:20]. The reactants are NC1=C(SC(=C1)C1=CC=CC=C1)C(=O)N (3-Amino-5-phenyl-2-thiophenecarboxamide), C[Si](C)(C)N=C=O (trimethylsilylisocyanate), ClCCl (dichloromethane). Run in CN(C=O)C (dimethylformamide). The product is NC(=O)NC1=C(SC(=C1)C1=CC=CC=C1)C(=O)N (3-[(Aminocarbonyl)amino]-5-phenyl-2-thiophenecarboxamide). Reaction SMILES: [NH2:1][C:2]1[CH:6]=[C:5]([C:7]2[CH:12]=[CH:11][CH:10]=[CH:9][CH:8]=2)[S:4][C:3]=1[C:13]([NH2:15])=[O:14].C[Si]([N:20]=[C:21]=[O:22])(C)C.ClCCl>CN(C)C=O>[NH2:20][C:21]([NH:1][C:2]1[CH:6]=[C:5]([C:7]2[CH:12]=[CH:11][CH:10]=[CH:9][CH:8]=2)[S:4][C:3]=1[C:13]([NH2:15])=[O:14])=[O:22]. Procedure: 3-Amino-5-phenyl-2-thiophenecarboxamide (0.5 g), trimethylsilylisocyanate (3 mL), dichloromethane (15 mL) and dimethylformamide (3 mL) were heated at reflux for 3 days.